This data is from the Open Reaction Database (ORD), a public repository of structured organic reaction records. The task is: describe an organic reaction: reactants, conditions, products, and yield Starting materials: CC(C)Cn1c(CNC(=O)OC(C)(C)C)c(-c2ccccc2)c2cc(C=CC(N)=O)ccc2c1=O, CCOC(C)=O, Cl. Product: Cl, CC(C)Cn1c(CN)c(-c2ccccc2)c2cc(C=CC(N)=O)ccc2c1=O. RXN SMILES: [C:1]([O:2][C:3](=[O:4])[NH:8][CH2:9][c:10]1[n:11]([CH2:32][CH:33]([CH3:34])[CH3:35])[c:12](=[O:31])[c:13]2[cH:14][cH:15][c:16]([CH:26]=[CH:27][C:28](=[O:29])[NH2:30])[cH:17][c:18]2[c:19]1-[c:20]1[cH:21][cH:22][cH:23][cH:24][cH:25]1)([CH3:5])([CH3:6])[CH3:7].[CH3:37][CH2:38][O:39][C:40](=[O:41])[CH3:42].[ClH:36]>>[ClH:36].[NH2:8][CH2:9][c:10]1[n:11]([CH2:32][CH:33]([CH3:34])[CH3:35])[c:12](=[O:31])[c:13]2[cH:14][cH:15][c:16]([CH:26]=[CH:27][C:28](=[O:29])[NH2:30])[cH:17][c:18]2[c:19]1-[c:20]1[cH:21][cH:22][cH:23][cH:24][cH:25]1. Starting materials: Cl.C(C)(=O)NC=1C=C(C=C(C1)O)N (5-acetamido-3-aminophenol hydrochloride), C(C)(=O)C=1C(OC(=C(C1O)C(C)=O)O)=O (3,5-diacetyl-4,6-dihydroxy-2H-pyran-2-one). Product: C(C)(=O)NC=1C=C(C=C(C1)NC(C)=C1C(OC(C(=C1O)C(C)=O)=O)=O)O (3-[1-(5-acetamido-3-hydroxyphenylamino)ethylidene]-5-acetyl-4-hydroxy-2H-pyran-2,6(3H)-dione). As a reaction SMILES: Cl.[C:2]([NH:5][C:6]1[CH:7]=[C:8]([NH2:13])[CH:9]=[C:10]([OH:12])[CH:11]=1)(=[O:4])[CH3:3].[C:14]([C:17]1[C:18](=[O:28])[O:19][C:20]([OH:27])=[C:21]([C:24](=O)[CH3:25])[C:22]=1[OH:23])(=[O:16])[CH3:15]>>[C:2]([NH:5][C:6]1[CH:11]=[C:10]([OH:12])[CH:9]=[C:8]([NH:13][C:24](=[C:21]2[C:22]([OH:23])=[C:17]([C:14](=[O:16])[CH3:15])[C:18](=[O:28])[O:19][C:20]2=[O:27])[CH3:25])[CH:7]=1)(=[O:4])[CH3:3] |f:0.1|. Procedure details: Similarly reaction of 5-acetamido-3-aminophenol hydrochloride with 3,5-diacetyl-4,6-dihydroxy-2H-pyran-2-one as described above furnishes 3-[1-(5-acetamido-3-hydroxyphenylamino)ethylidene]-5-acetyl-4-hydroxy-2H-pyran-2,6(3H)-dione. Reactants: COC(CCS(=O)(=O)C1=NC=CC(=C1)C(CCC)NC(=O)C=1C=NN(C1C)C1=CC=C(C=C1)Cl)=O (3-[4-(1-{[1-(4-chloro-phenyl)-5-methyl-1H-pyrazole-4-carbonyl]-amino}-butyl)-pyridine-2-sulfonyl]-propionic acid methyl ester), C[O-].[Na+] (sodium methoxide), solution, CC=1C=CC(=CC1)S(=O)(=O)NCl (chloramine T), CN (methyl amine), C(C)O (ethanol), [Na] (sodium). Run in C1CCOC1 (THF), CO (methanol), CO (methanol), C([O-])(O)=O.[Na+] (sodium bicarbonate), O (water). Reaction conditions: time 10 minute. Yields the product CNS(=O)(=O)C1=NC=CC(=C1)C(CCC)NC(=O)C=1C=NN(C1C)C1=CC=C(C=C1)Cl (1-(4-chloro-phenyl)-5-methyl-1H-pyrazole-4-carboxylic acid [1-(2-methylsulfamoyl-pyridin-4-yl)-butyl]-amide). The yield is 90.0%. Reaction SMILES: COC(=O)CC[S:6]([C:9]1[CH:14]=[C:13]([CH:15]([NH:19][C:20]([C:22]2[CH:23]=[N:24][N:25]([C:28]3[CH:33]=[CH:32][C:31]([Cl:34])=[CH:30][CH:29]=3)[C:26]=2[CH3:27])=[O:21])[CH2:16][CH2:17][CH3:18])[CH:12]=[CH:11][N:10]=1)(=[O:8])=[O:7].C[O-].[Na+].[Na].CC1C=CC(S(NCl)(=O)=O)=CC=1.[CH3:52][NH2:53].C(O)C>C1COCC1.CO.C(=O)(O)[O-].[Na+].O>[CH3:52][NH:53][S:6]([C:9]1[CH:14]=[C:13]([CH:15]([NH:19][C:20]([C:22]2[CH:23]=[N:24][N:25]([C:28]3[CH:33]=[CH:32][C:31]([Cl:34])=[CH:30][CH:29]=3)[C:26]=2[CH3:27])=[O:21])[CH2:16][CH2:17][CH3:18])[CH:12]=[CH:11][N:10]=1)(=[O:7])=[O:8] |f:1.2,9.10,^1:38|. Procedure: To a solution of 3-[4-(1-{[1-(4-chloro-phenyl)-5-methyl-1H-pyrazole-4-carbonyl]-amino}-butyl)-pyridine-2-sulfonyl]-propionic acid methyl ester (200 mg, 0.39 mmol) in anhydrous THF (10 mL) is added sodium methoxide in methanol (2.6 M solution freshly prepared by dissolving 140 mg of sodium in 2.4 mL of methanol, 0.15 mL, 0.39 mmol). After stirring at room temperature for 10 min, the reaction mixture is concentrated in vacuo. Anhydrous THF (10 mL) is added and the concentration process is repeated... Reactants: CC(C)(C)c1ccccc1-c1cn(S(=O)(=O)c2ccccc2)c2ccccc12, CCCC[N+](CCCC)(CCCC)CCCC, [F-], C1CCOC1. Yields the product CC(C)(C)c1ccccc1-c1c[nH]c2ccccc12. Reaction SMILES: [C:1]([CH3:2])([CH3:3])([CH3:4])[c:5]1[c:6](-[c:11]2[cH:12][n:13]([S:20]([c:21]3[cH:22][cH:23][cH:24][cH:25][cH:26]3)(=[O:27])=[O:28])[c:14]3[cH:15][cH:16][cH:17][cH:18][c:19]23)[cH:7][cH:8][cH:9][cH:10]1.[CH3:30][CH2:31][CH2:32][CH2:33][N+:34]([CH2:35][CH2:36][CH2:37][CH3:38])([CH2:39][CH2:40][CH2:41][CH3:42])[CH2:43][CH2:44][CH2:45][CH3:46].[F-:29].[O:47]1[CH2:48][CH2:49][CH2:50][CH2:51]1>>[C:1]([CH3:2])([CH3:3])([CH3:4])[c:5]1[c:6](-[c:11]2[cH:12][nH:13][c:14]3[cH:15][cH:16][cH:17][cH:18][c:19]23)[cH:7][cH:8][cH:9][cH:10]1.